The task is: describe an organic reaction: reactants, conditions, products, and yield. This data is from the Open Reaction Database (ORD), a public repository of structured organic reaction records. Reaction SMILES: [H-].C([Al+]CC(C)C)C(C)C.[CH2:11]=[C:12]([CH2:17][CH2:18][CH2:19][CH2:20][CH2:21][CH2:22][CH2:23][CH2:24][CH2:25][CH2:26][CH2:27][CH2:28][CH2:29][CH3:30])[C:13](OC)=[O:14].C(OCC)(=O)C.CCCCCC>C(Cl)Cl>[CH2:11]=[C:12]([CH2:17][CH2:18][CH2:19][CH2:20][CH2:21][CH2:22][CH2:23][CH2:24][CH2:25][CH2:26][CH2:27][CH2:28][CH2:29][CH3:30])[CH2:13][OH:14] |f:0.1,3.4|. Reactants: C=C(C(=O)OC)CCCCCCCCCCCCCC (2-methylenehexadecanoic acid, methyl ester), C(C)(=O)OCC.CCCCCC (ethyl acetate hexane), [H-].C(C(C)C)[Al+]CC(C)C (diisobutylaluminum hydride), solution. Run in C(Cl)Cl (CH2Cl2), C(Cl)Cl (CH2Cl2). Reported procedure: A solution of diisobutylaluminum hydride in CH2Cl2 (47 ml of a 1M solution, 0.047 mole, Aldrich Chem. Co.) was stirred under nitrogen in a round-bottom flask and cooled in an ice-water bath. To this was added dropwise over a period of 4 minutes a solution of 2-methylenehexadecanoic acid, methyl ester (2.82 g, 20 mmole) in CH2Cl2 (20 ml). The reaction was complete within 30 minutes as determined by TLC (20% ethyl acetate-hexane) of a sample quenched in brine-ether. The reaction was worked up afte... The product is C=C(CO)CCCCCCCCCCCCCC (2-Methylenehexadecan-1-ol), colorless crystals. Reaction conditions: time 30 minute. Reactants: CN(C=O)C (N,N-dimethylformamide), O=C=NS(=O)(=O)Cl (N-(oxomethylene)sulfamoyl chloride), C12(C=3N(CCN1C(=O)OCC)C=CC3)CCN(CC2)C(=O)OC(C)(C)C (1-tert-butyl 2′-ethyl 3′,4′-dihydro-2′H-spiro[piperidine-4,1′-pyrrolo[1,2-a]pyrazine]-1,2′-dicarboxylate). The solvent is C1CCOC1 (THF), C1CCOC1 (THF). Reaction conditions: temperature -78 celsius, time 1 hour. Product: C(#N)C1=CC=C2N1CCN(C21CCN(CC1)C(=O)OC(C)(C)C)C(=O)OCC (1-tert-butyl 2′-ethyl 6′-cyano-3′,4′-dihydro-2′H-spiro[piperidine-4,1′-pyrrolo[1,2-a]pyrazine]-1,2′-dicarboxylate). RXN SMILES: O=[C:2]=[N:3]S(Cl)(=O)=O.[C:8]12([CH2:26][CH2:25][N:24]([C:27]([O:29][C:30]([CH3:33])([CH3:32])[CH3:31])=[O:28])[CH2:23][CH2:22]1)[N:13]([C:14]([O:16][CH2:17][CH3:18])=[O:15])[CH2:12][CH2:11][N:10]1[CH:19]=[CH:20][CH:21]=[C:9]21.CN(C)C=O>C1COCC1>[C:2]([C:19]1[N:10]2[CH2:11][CH2:12][N:13]([C:14]([O:16][CH2:17][CH3:18])=[O:15])[C:8]3([CH2:26][CH2:25][N:24]([C:27]([O:29][C:30]([CH3:32])([CH3:31])[CH3:33])=[O:28])[CH2:23][CH2:22]3)[C:9]2=[CH:21][CH:20]=1)#[N:3]. Reported procedure: A solution of N-(oxomethylene)sulfamoyl chloride (23.9 μL, 0.27 mmol) in THF (200.0 μL) was slowly added to a solution of 1-tert-butyl 2′-ethyl 3′,4′-dihydro-2′H-spiro[piperidine-4,1′-pyrrolo[1,2-a]pyrazine]-1,2′-dicarboxylate (100 mg, 0.27 mmol) in THF (1.0 mL) at −78° C. under nitrogen. The reaction mixture was stirred for 1 hour at −78° C. N,N-dimethylformamide (39.9 μL, 0.51 mmol) was then slowly added to the cold reaction mixture. The reaction mixture was then allowed to slowly warm to room...